This data is from the Open Reaction Database (ORD), a public repository of structured organic reaction records. The task is: describe an organic reaction: reactants, conditions, products, and yield Starting materials: CC1=C(N)C=C(C(=C1)I)C (2,5-dimethyl-4-iodo-aniline), C(C=C)(=O)OC (methyl acrylate), [OH-].C(C1=CC=CC=C1)[N+](C)(C)C (benzyltrimethyl ammonium hydroxide), C1(O)=CC=C(O)C=C1 (hydroquinone). The product is CC1=C(C=C(C(=C1)NCCC(=O)OC)C)I (2,5-dimethyl-4-(2-methoxycarbonyl-ethyl-amino)-1-iodo-benzene). Reaction SMILES: [CH3:1][C:2]1[CH:8]=[C:7]([I:9])[C:6]([CH3:10])=[CH:5][C:3]=1[NH2:4].[C:11]([O:15][CH3:16])(=[O:14])[CH:12]=[CH2:13].[OH-].C([N+](C)(C)C)C1C=CC=CC=1.C1(C=CC(O)=CC=1)O>>[CH3:10][C:6]1[CH:5]=[C:3]([NH:4][CH2:13][CH2:12][C:11]([O:15][CH3:16])=[O:14])[C:2]([CH3:1])=[CH:8][C:7]=1[I:9] |f:2.3|. Procedure: 15.0 g (0.061 mol) of 2,5-dimethyl-4-iodo-aniline, 55 ml of (0.611 mol) of methyl acrylate, 6 ml of benzyltrimethyl ammonium hydroxide and 0.3 g (3 mmol) of hydroquinone are refluxed for 11 days. Then the excess acrylate is distilled off and the residue is chromatographed on silica gel, eluting with methylene chloride.